From a dataset of the Open Reaction Database (ORD), a public repository of structured organic reaction records. describe an organic reaction: reactants, conditions, products, and yield The reactants are ClC=1C=C2C=C(C(=C(C2=CC1F)OS(=O)(=O)C(F)(F)F)[C@@H](C(=O)OCC)O)C ((S)-ethyl 2-(6-chloro-7-fluoro-3-methyl-1-(trifluoromethylsulfonyloxy)naphthalen-2-yl)-2-hydroxyacetate), Cl(=O)(=O)(=O)O (perchloric acid). Run in C(C)(C)(C)OC(C)=O (tert-butylacetate). Conditions: time 2.5 hour. The product is C(C)(C)(C)O[C@H](C(=O)OCC)C1=C(C2=CC(=C(C=C2C=C1C)Cl)F)OS(=O)(=O)C(F)(F)F ((S)-ethyl 2-tert-butoxy-2-(6-chloro-7-fluoro-3-methyl-1-(trifluoromethylsulfonyloxy)naphthalen-2-yl)acetate). Yield: 170.3%. RXN SMILES: [Cl:1][C:2]1[CH:3]=[C:4]2[C:9](=[CH:10][C:11]=1[F:12])[C:8]([O:13][S:14]([C:17]([F:20])([F:19])[F:18])(=[O:16])=[O:15])=[C:7]([C@H:21]([OH:27])[C:22]([O:24][CH2:25][CH3:26])=[O:23])[C:6]([CH3:28])=[CH:5]2.Cl(O)(=O)(=O)=O>C(OC(=O)C)(C)(C)C>[C:4]([O:27][C@@H:21]([C:7]1[C:6]([CH3:28])=[CH:5][C:4]2[C:9](=[CH:10][C:11]([F:12])=[C:2]([Cl:1])[CH:3]=2)[C:8]=1[O:13][S:14]([C:17]([F:20])([F:19])[F:18])(=[O:15])=[O:16])[C:22]([O:24][CH2:25][CH3:26])=[O:23])([CH3:9])([CH3:5])[CH3:3]. Procedure details: To a solution of (S)-ethyl 2-(6-chloro-7-fluoro-3-methyl-1-(trifluoromethylsulfonyloxy)naphthalen-2-yl)-2-hydroxyacetate (4.44 g, 9.99 mmol) in tert-butylacetate (100 mL) was added 70% perchloric acid (1.20 mL, 19.98 mmol). The reaction mixture was stirred for 2.5 hours and quenched with solid sodium bicarbonate and stirred for 45 minutes. Water and solid sodium bicarbonate were carefully added and stirred for another 15 minutes. The mixture was diluted with ethyl acetate, washed with saturated ... The reactants are ClC1=CC=C(C=C1)NC1=NC(=NC(=N1)Cl)Cl ((4-chloro-phenyl)-(4,6-dichloro-[1,3,5]triazin-2-yl)-amine), C([O-])([O-])=O.[K+].[K+] (potassium carbonate), NC1=CC=CC=C1 (aniline), C(C)(=O)OCC (ethyl acetate). The reagents and catalysts are C1COCCOCCOCCOCCOCCO1 (18-crown-6). Solvent: C1(=CC=CC=C1)C (toluene), C1(=CC=CC=C1)C (toluene). Reaction conditions: time 24 hour. Yields the product ClC1=NC(=NC(=N1)NC1=CC=C(C=C1)Cl)NC1=CC=CC=C1 (6-Chloro-N-(4-chlorophenyl)-N′-phenyl-[1,3,5]triazine-2,4-diamine). Yield: 46.0%. As a reaction SMILES: [Cl:1][C:2]1[CH:7]=[CH:6][C:5]([NH:8][C:9]2[N:14]=[C:13](Cl)[N:12]=[C:11]([Cl:16])[N:10]=2)=[CH:4][CH:3]=1.C(=O)([O-])[O-].[K+].[K+].[NH2:23][C:24]1[CH:29]=[CH:28][CH:27]=[CH:26][CH:25]=1.C(OCC)(=O)C>C1(C)C=CC=CC=1.C1OCCOCCOCCOCCOCCOC1>[Cl:16][C:11]1[N:10]=[C:9]([NH:8][C:5]2[CH:4]=[CH:3][C:2]([Cl:1])=[CH:7][CH:6]=2)[N:14]=[C:13]([NH:23][C:24]2[CH:29]=[CH:28][CH:27]=[CH:26][CH:25]=2)[N:12]=1 |f:1.2.3|. Reported procedure: To a mixture of (4-chloro-phenyl)-(4,6-dichloro-[1,3,5]triazin-2-yl)-amine (3.97 g, 14.4 mmol), potassium carbonate (2.20 g, 15.9 mmol) and 18-crown-6 (46 mg, 0.17 mmol) in toluene (25 ml), cooled in an ice bath, was added a solution of aniline (1.4 ml, 15.4 mmol) in toluene (10 ml) over 15 minutes. After stirring at room temperature for 24 hours, the mixture was treated with ethyl acetate (35 ml) and filtered through a pad of celite under suction. The filtrate was concentrated under vacuum and ...